Task: describe an organic reaction: reactants, conditions, products, and yield. Dataset: the Open Reaction Database (ORD), a public repository of structured organic reaction records Starting materials: [Br-], C=CC(=O)CC, [Cl-], C[Si](C)(C)Cl, N#C[Cu], [Zn+]Cc1ccccc1I, [Li+], C1CCOC1, O. The product is CCC(=O)CCCc1ccccc1I. RXN SMILES: [Br-:6].[CH:21](=[CH2:22])[C:23](=[O:24])[CH2:25][CH3:26].[Cl-:2].[Cl:16][Si:17]([CH3:18])([CH3:19])[CH3:20].[Cu:3][C:4]#[N:5].[I:7][c:8]1[c:9]([CH2:10][Zn+:11])[cH:12][cH:13][cH:14][cH:15]1.[Li+:1].[O:27]1[CH2:28][CH2:29][CH2:30][CH2:31]1.[OH2:32]>>[I:7][c:8]1[c:9]([CH2:10][CH2:22][CH2:21][C:23](=[O:24])[CH2:25][CH3:26])[cH:12][cH:13][cH:14][cH:15]1. Reactants: C1=C(C=CC2=CC=CC=C12)S(=O)(=O)N1[C@@H](C[C@H](C1)SC(C1=CC=CC=C1)(C1=CC=CC=C1)C1=CC=CC=C1)CN ((2S,4R)-C-[1-(naphthalene-2-sulfonyl)-4-tritylsulfanyl-pyrrolidin-2-yl]-methylamine), C=1(C(=CC=CC1)C=O)C (o-tolualdehyde), Cl[Sn]Cl (SnCl2), [BH3-]C#N.[Na+] (NaBH3CN). Run in CO (MeOH), CO (MeOH). Product: CC1=C(CNC[C@@H]2C[C@H](CN2S(=O)(=O)C2=CC3=CC=CC=C3C=C2)S)C=CC=C1 ((3R,5S)-5-[(2-methyl-benzylamino)-methyl]-1-(naphthalene-2-sulfonyl)-pyrrolidine-3-thiol). RXN SMILES: [CH:1]1[C:10]2C(=CC=[CH:8][CH:9]=2)C=[CH:3][C:2]=1[S:11]([N:14]1[CH2:18][C@H:17]([S:19]C(C2C=CC=CC=2)(C2C=CC=CC=2)C2C=CC=CC=2)[CH2:16][C@H:15]1[CH2:39][NH2:40])(=[O:13])=[O:12].[C:41]1([CH3:49])[C:42]([CH:47]=O)=[CH:43][CH:44]=[CH:45][CH:46]=1.Cl[Sn]Cl.[BH3-]C#N.[Na+]>CO>[CH3:47][C:42]1[CH:43]=[CH:44][CH:45]=[CH:46][C:41]=1[CH2:49][NH:40][CH2:39][C@H:15]1[N:14]([S:11]([C:2]2[CH:3]=[CH:8][C:9]3[C:10](=[CH:10][CH:1]=[CH:2][CH:3]=3)[CH:1]=2)(=[O:13])=[O:12])[CH2:18][C@H:17]([SH:19])[CH2:16]1 |f:3.4|. Reported procedure: 250 mg (0.56 mmol) (2S,4R)-C-[1-(naphthalene-2-sulfonyl)-4-tritylsulfanyl-pyrrolidin-2-yl]-methylamine and 58 μl (0.5 mmol) o-tolualdehyde in 1 ml MeOH were treated with a solution of 57 mg (0.3 mmol, 0.6 eq) SnCl2 and 38 mg (0.6 mmol, 1.2 eq) NaBH3CN in 1 ml MeOH at room temperature and subsequent cleavage of the protecting group (Method 3) gave (3R,5S)-5-[(2-methyl-benzylamino)-methyl]-1-(naphthalene-2-sulfonyl)-pyrrolidine-3-thiol as white solid, mp 122° C., MS: 427 (MH+). Starting materials: C1(OC(C2=CC=CC=C12)=O)=O (Isobenzofuran-1,3-dione), N[C@H](CO)CC1=CC=CC=C1 ((S)-2-amino-3-phenylpropan-1-ol). Run in O1CCOCC1 (dioxane). Run at temperature 150 celsius. Product: OC[C@H](CC1=CC=CC=C1)N1C(C2=CC=CC=C2C1=O)=O ((S)-2-(1-hydroxy-3-phenylpropan-2-yl)isoindoline-1,3-dione). As a reaction SMILES: [C:1]1(=[O:11])[C:9]2[C:4](=[CH:5][CH:6]=[CH:7][CH:8]=2)[C:3](=[O:10])O1.[NH2:12][C@@H:13]([CH2:16][C:17]1[CH:22]=[CH:21][CH:20]=[CH:19][CH:18]=1)[CH2:14][OH:15]>O1CCOCC1>[OH:15][CH2:14][C@@H:13]([N:12]1[C:3](=[O:10])[C:4]2[C:9](=[CH:8][CH:7]=[CH:6][CH:5]=2)[C:1]1=[O:11])[CH2:16][C:17]1[CH:18]=[CH:19][CH:20]=[CH:21][CH:22]=1. Procedure details: Isobenzofuran-1,3-dione (4.40 g, 29.76 mmol) and (S)-2-amino-3-phenylpropan-1-ol (4.50 g, 29.76 mmol) were charged into a 20 mL microwave tube along with 10 mL dioxane. The microwave tube was heated at 150° C. for 33 minutes in a Smith Synthesizer. After the reaction was complete, dioxane was evaporated off and the residue was passed through a short pad of silica gel with DCM. The resulting product (7.50 g, 89%) was used in the following step. LCMS (API-ES) m/z (%): 282.2 (100%, M++H). Starting materials: CN(C)C=O, CC(C)c1cccc(C(C)C)c1NC(=O)CCl, NCC1(Nc2ccccc2)CCCCC1, O. Yields the product CC(C)c1cccc(C(C)C)c1NC(=O)CNCC1(Nc2ccccc2)CCCCC1. RXN SMILES: [CH3:34][N:35]([CH3:36])[CH:37]=[O:38].[Cl:1][CH2:2][C:3](=[O:4])[NH:5][c:6]1[c:7]([CH:15]([CH3:16])[CH3:17])[cH:8][cH:9][cH:10][c:11]1[CH:12]([CH3:13])[CH3:14].[NH2:18][CH2:19][C:20]1([NH:26][c:27]2[cH:28][cH:29][cH:30][cH:31][cH:32]2)[CH2:21][CH2:22][CH2:23][CH2:24][CH2:25]1.[OH2:33]>>[CH2:2]([C:3](=[O:4])[NH:5][c:6]1[c:7]([CH:15]([CH3:16])[CH3:17])[cH:8][cH:9][cH:10][c:11]1[CH:12]([CH3:13])[CH3:14])[NH:18][CH2:19][C:20]1([NH:26][c:27]2[cH:28][cH:29][cH:30][cH:31][cH:32]2)[CH2:21][CH2:22][CH2:23][CH2:24][CH2:25]1. Reactants: CC(C)(C)OC(=O)N1CCCC1COc1cncc(N2CCC(COCCCc3ccccc3)C2)c1, ClCCl, O=C(O)C(F)(F)F, O. The product is c1ccc(CCCOCC2CCN(c3cncc(OCC4CCCN4)c3)C2)cc1. Reaction SMILES: [C:1]([O:2][C:3](=[O:4])[N:8]1[CH:9]([CH2:13][O:14][c:15]2[cH:16][n:17][cH:18][c:19]([N:21]3[CH2:22][CH:23]([CH2:26][O:27][CH2:28][CH2:29][CH2:30][c:31]4[cH:32][cH:33][cH:34][cH:35][cH:36]4)[CH2:24][CH2:25]3)[cH:20]2)[CH2:10][CH2:11][CH2:12]1)([CH3:5])([CH3:6])[CH3:7].[Cl:45][CH2:46][Cl:47].[F:37][C:38]([F:39])([F:40])[C:41]([OH:42])=[O:43].[OH2:44]>>[NH:8]1[CH:9]([CH2:13][O:14][c:15]2[cH:16][n:17][cH:18][c:19]([N:21]3[CH2:22][CH:23]([CH2:26][O:27][CH2:28][CH2:29][CH2:30][c:31]4[cH:32][cH:33][cH:34][cH:35][cH:36]4)[CH2:24][CH2:25]3)[cH:20]2)[CH2:10][CH2:11][CH2:12]1. Reactants: NC1=CC=C(C=C1)C (p-toluidine), δ-Acetyl-n-valeric acid, O1CCCC1 (tetrahydrofuran), ClC(=O)OCC(C)C (isobutyl chloroformate), CN1CCOCC1 (N-methyl morpholine). Conditions: temperature 0 celsius, time 10 minute. Product: O=C(CCCCC(=O)O)C (6-Oxoheptanoic Acid). Reaction SMILES: CN1[CH2:7][CH2:6][O:5]CC1.ClC([O:11][CH2:12][CH:13]([CH3:15])C)=O.NC1C=C[C:20]([CH3:23])=CC=1.[O:24]1CCCC1>>[O:5]=[C:6]([CH3:7])[CH2:20][CH2:23][CH2:15][CH2:13][C:12]([OH:11])=[O:24]. Reported procedure: δ-Acetyl-n-valeric acid (1.0 g, 6.9 mmol) was dissolved in 50 ml anhydrous tetrahydrofuran and the solution cooled to 0° C. in an ice bath. N-methyl morpholine (0.76 ml, 6.9 mmol) was added followed by isobutyl chloroformate (0.90 ml, 6.9 mmol). After allowing the reaction to stir for 10 min, p-toluidine (0.74 g, 6.9 mmol) was added and the mixture stirred overnight at room temperature. The solvent was evaporated under reduced pressure and the residue redissolved in 150 ml ethyl acetate and 50 m... The reactants are C(F)(F)(F)CC(F)F (CF3CH2CHF2), C(C(F)F)C(F)(F)F (HFC-245fa), ClCl (chlorine), C(F)(F)(F)CC(F)F (CF3CH2CHF2). Reaction conditions: temperature 0 celsius. The product is C(F)(F)(F)CC(F)(F)Cl (CF3CH2CF2Cl). Reaction SMILES: [C:1]([CH2:5][CH:6]([F:8])[F:7])([F:4])([F:3])[F:2].[Cl:9]Cl>>[C:1]([CH2:5][C:6]([Cl:9])([F:8])[F:7])([F:4])([F:3])[F:2]. Procedure: The reactor described above was cooled and maintained at about 0° C. during the photochlorination reaction. Initially, the reactor was purged of air using nitrogen. Chlorine gas was then introduced to displace the nitrogen. Thereafter, 335 g (2.5 mol) of CF3CH2CHF2 (HFC-245fa) was charged to the reactor. A total of 208 g (2.9 mol) of chlorine gas was bubbled into the CF3CH2CHF2 over a period of about 24 hours while the reactants were being irradiated. At the end of the 24 hour period, GC analysi... The reactants are COC1=CC=C(C=2COC(CC21)C(=O)C)OC (methyl (5,8-dimethoxy-3,4-dihydrobenzo[2,3-c] pyran-3-yl) ketone), C(CCC)[Li] (n-butyl lithium), C(C)(C)NC(C)C (diisopropyl amine), C([O-])(O)=O.[Na+] (sodium bicarbonate), BrNC(CCC(=O)N)=O (N-bromosuccinamide), C[Si](C)(C)Cl (trimethylsilyl chloride), C(C)(C)[N-]C(C)C.[Li+] (lithium diisopropyl amide), solution. Solvent: O1CCCC1 (tetrahydrofuran), O1CCCC1 (tetrahydrofuran), O1CCCC1 (tetrahydrofuran). Run at temperature 0 celsius, time 10 minute. The product is COC1=CC=C(C=2COC(CC21)C(=O)CBr)OC (Monobromomethyl (5,8-dimethoxy-3,4-dihydrobenzo [2,3-C] pyran-3-yl) ketone). Reaction SMILES: [CH3:1][O:2][C:3]1[C:12]2[CH2:11][CH:10]([C:13]([CH3:15])=[O:14])[O:9][CH2:8][C:7]=2[C:6]([O:16][CH3:17])=[CH:5][CH:4]=1.C[Si](Cl)(C)C.C([N-]C(C)C)(C)C.[Li+].C(NC(C)C)(C)C.C([Li])CCC.[Br:43]NC(=O)CCC(N)=O.C(=O)(O)[O-].[Na+]>O1CCCC1>[CH3:1][O:2][C:3]1[C:12]2[CH2:11][CH:10]([C:13]([CH2:15][Br:43])=[O:14])[O:9][CH2:8][C:7]=2[C:6]([O:16][CH3:17])=[CH:5][CH:4]=1 |f:2.3,7.8|. Procedure: To a stirred solution of methyl (5,8-dimethoxy-3,4-dihydrobenzo[2,3-c] pyran-3-yl) ketone (1.905 g, 8.04 mmol) and trimethylsilyl chloride (1.530 μl, 12.0 mmol) in tetrahydrofuran (48 ml) under nitrogen, at -78° C., was slowly added lithium diisopropyl amide (diisopropyl amine 10.71 mmol, n-butyl lithium 4.26 ml of a 2.5M solution in tetrahydrofuran, and 6.0 ml of tetrahydrofuran). After stirring for 10 minutes the temperature was raised to 0° C., and stirring was continued for 10 more minutes. ... Reactants: COC1OC(COCc2ccc(Cl)cc2)C(OCc2ccccc2)C(OCc2ccccc2)C1O, CC(=O)OC(C)=O, CN(C)c1ccncc1, ClCCl. Product: COC1OC(COCc2ccc(Cl)cc2)C(OCc2ccccc2)C(OCc2ccccc2)C1OC(C)=O. RXN SMILES: [CH2:1]([c:2]1[cH:3][cH:4][cH:5][cH:6][cH:7]1)[O:8][CH:9]1[CH:10]([OH:35])[CH:11]([O:12][CH3:13])[O:14][CH:15]([CH2:25][O:26][CH2:27][c:28]2[cH:29][cH:30][c:31]([Cl:34])[cH:32][cH:33]2)[CH:16]1[O:17][CH2:18][c:19]1[cH:20][cH:21][cH:22][cH:23][cH:24]1.[CH3:36][C:37](=[O:38])[O:39][C:40](=[O:41])[CH3:42].[CH3:46][N:47]([c:48]1[cH:49][cH:50][n:51][cH:52][cH:53]1)[CH3:54].[Cl:43][CH2:44][Cl:45]>>[CH2:1]([c:2]1[cH:3][cH:4][cH:5][cH:6][cH:7]1)[O:8][CH:9]1[CH:10]([O:35][C:37]([CH3:36])=[O:38])[CH:11]([O:12][CH3:13])[O:14][CH:15]([CH2:25][O:26][CH2:27][c:28]2[cH:29][cH:30][c:31]([Cl:34])[cH:32][cH:33]2)[CH:16]1[O:17][CH2:18][c:19]1[cH:20][cH:21][cH:22][cH:23][cH:24]1.